From a dataset of the Open Reaction Database (ORD), a public repository of structured organic reaction records. describe an organic reaction: reactants, conditions, products, and yield Yields the product CCc1cc(C=O)cc2c(C)coc12. The reactants are CCc1cc(Br)cc2c(C)coc12, C1CCOC1, CN(C)C=O, [Li]C(C)CC. Reaction SMILES: [Br:1][c:2]1[cH:3][c:4]([CH2:12][CH3:13])[c:5]2[c:6]([c:7]([CH3:10])[cH:8][o:9]2)[cH:11]1.[CH2:24]1[O:25][CH2:26][CH2:27][CH2:28]1.[CH3:19][N:20]([CH:21]=[O:22])[CH3:23].[CH:14]([Li:15])([CH2:16][CH3:17])[CH3:18]>>[c:2]1([CH:21]=[O:22])[cH:3][c:4]([CH2:12][CH3:13])[c:5]2[c:6]([c:7]([CH3:10])[cH:8][o:9]2)[cH:11]1. The reactants are C(C)(C)(C)OC(N[C@H]1CNCCC1)=O ((R)-piperidin-3-yl-carbamic acid tert-butyl ester), C([O-])([O-])=O.[Cs+].[Cs+] (cesium carbonate), C1(CCCCC1)P(C1=C(C(=CC=C1OC)OC)C1=C(C=C(C=C1C(C)C)C(C)C)C(C)C)C1CCCCC1 (2-(dicyclohexylphosphino)-3,6-dimethoxy-2′,4′,6′-tri-isopropyl-1,1′-biphenyl), BrC=1SC=C(N1)C#N (2-bromothiazole-4-carbonitrile), Tris-(dibenzylideneacetone)dipalladium(0). Solvent: C(C)(C)(C)O (tert-butanol). The product is C(C)(C)(C)OC(N[C@H]1CN(CCC1)C=1SC=C(N1)C#N)=O ([(R)-1-(4-cyano-thiazol-2-yl)-piperidin-3-yl]-carbamic acid tert-butyl ester), solid. Yield: 78.0%. Reaction SMILES: [C:1]([O:5][C:6](=[O:14])[NH:7][C@@H:8]1[CH2:13][CH2:12][CH2:11][NH:10][CH2:9]1)([CH3:4])([CH3:3])[CH3:2].C(=O)([O-])[O-].[Cs+].[Cs+].C1(P(C2CCCCC2)C2C(OC)=CC=C(OC)C=2C2C(C(C)C)=CC(C(C)C)=CC=2C(C)C)CCCCC1.Br[C:60]1[S:61][CH:62]=[C:63]([C:65]#[N:66])[N:64]=1>C(O)(C)(C)C>[C:1]([O:5][C:6](=[O:14])[NH:7][C@@H:8]1[CH2:13][CH2:12][CH2:11][N:10]([C:60]2[S:61][CH:62]=[C:63]([C:65]#[N:66])[N:64]=2)[CH2:9]1)([CH3:4])([CH3:2])[CH3:3] |f:1.2.3|. Reported procedure: To a 500 mL round bottom flask were added (R)-piperidin-3-yl-carbamic acid tert-butyl ester (10.3 g, 51.6 mmol), cesium carbonate (33.6 g, 103 mmol), 2-(dicyclohexylphosphino)-3,6-dimethoxy-2′,4′,6′-tri-isopropyl-1,1′-biphenyl (BrettPhos, CAS number 1070663-78-3) (369 mg, 688 μmol) and 2-bromothiazole-4-carbonitrile (6.5 g, 34.4 mmol) followed by tert-butanol (225 mL). The mixture was degassed under vacuum (˜50 mmHg) while sonicating and the flask then charged with argon. Degassing repeated twic...